Dataset: the Open Reaction Database (ORD), a public repository of structured organic reaction records. Task: describe an organic reaction: reactants, conditions, products, and yield Starting materials: CCCCCOCC1CO1, CCCCCCCCCCCC(=O)O, [Na+], [OH-], O. The product is CCCCCOCC(O)CO. Reaction SMILES: [CH2:1]([CH:2]1[CH2:3][O:4]1)[O:5][CH2:6][CH2:7][CH2:8][CH2:9][CH3:10].[CH3:14][CH2:15][CH2:16][CH2:17][CH2:18][CH2:19][CH2:20][CH2:21][CH2:22][CH2:23][CH2:24][C:25]([OH:26])=[O:27].[Na+:13].[OH-:12].[OH2:11]>>[CH2:1]([CH:2]([CH2:3][OH:26])[OH:4])[O:5][CH2:6][CH2:7][CH2:8][CH2:9][CH3:10]. The reactants are C(CCC)Br (n-butyl bromide), FC1=C(C=CC=C1)C1=NC(C(N(C2=C1C=C(C=C2)[N+](=O)[O-])C)=O)(C)C (5-(o-fluorphenyl)-1,3-dihydro-1,3,3-trimethyl-7-nitro-2H-1,4-benzodiazepin-2-one), C(CCC)N1C(C(N=C(C2=C1C(=CC(=C2)[N+](=O)[O-])Cl)C2=C(C=CC=C2)F)(C)C)=O (1-butyl-9-chloro-5-(o-fluorophenyl)-1,3-dihydro-3,3-dimethyl-7-nitro-2H-1,4-benzodiazepin-2-one), hexane petroleum ether. Yields the product ClC1=CC(=CC=2C(=NC(C(NC21)=O)(C)C)C2=C(C=CC=C2)F)[N+](=O)[O-] (9-chloro-5-(o-fluorophenyl)-1,3-dihydro-3,3-dimethyl-7-nitro-2H-1,4-benzodiazepin-2-one). Reaction SMILES: C(Br)CCC.FC1C=CC=CC=1C1C2C=C([N+]([O-])=O)C=CC=2N(C)C(=O)C(C)(C)N=1.C([N:35]1[C:41]2[C:42]([Cl:49])=[CH:43][C:44]([N+:46]([O-:48])=[O:47])=[CH:45][C:40]=2[C:39]([C:50]2[CH:55]=[CH:54][CH:53]=[CH:52][C:51]=2[F:56])=[N:38][C:37]([CH3:58])([CH3:57])[C:36]1=[O:59])CCC>>[Cl:49][C:42]1[C:41]2[NH:35][C:36](=[O:59])[C:37]([CH3:58])([CH3:57])[N:38]=[C:39]([C:50]3[CH:55]=[CH:54][CH:53]=[CH:52][C:51]=3[F:56])[C:40]=2[CH:45]=[C:44]([N+:46]([O-:48])=[O:47])[CH:43]=1. Procedure details: From 10 g (0.028 mol) of 9-chloro-5-(o-fluorophenyl)-1,3-dihydro-3,3-dimethyl-7-nitro-2H-1,4-benzodiazepin-2-one and n-butyl bromide there is obtained, in analogy to the details in paragraph (c) of Example 1, with a reaction period of 9 days and purification of the product by chromatography on silica gel (elution agent: methylene chloride), 1-butyl-9-chloro-5-(o-fluorophenyl)-1,3-dihydro-3,3-dimethyl-7-nitro-2H-1,4-benzodiazepin-2-one of melting point 125°-127° (hexane/petroleum ether).